From a dataset of the Open Reaction Database (ORD), a public repository of structured organic reaction records. describe an organic reaction: reactants, conditions, products, and yield The reactants are C1CCOC1, O=Cc1c(Cl)cccc1-n1ccc2cc(C3CC3)cc(F)c2c1=O. The product is O=c1c2c(F)cc(C3CC3)cc2ccn1-c1cccc(Cl)c1CO. Reaction SMILES: [CH2:25]1[O:26][CH2:27][CH2:28][CH2:29]1.[Cl:1][c:2]1[c:3]([CH:4]=[O:5])[c:6](-[n:10]2[c:11](=[O:24])[c:12]3[c:13]([F:23])[cH:14][c:15]([CH:20]4[CH2:21][CH2:22]4)[cH:16][c:17]3[cH:18][cH:19]2)[cH:7][cH:8][cH:9]1>>[Cl:1][c:2]1[c:3]([CH2:4][OH:5])[c:6](-[n:10]2[c:11](=[O:24])[c:12]3[c:13]([F:23])[cH:14][c:15]([CH:20]4[CH2:21][CH2:22]4)[cH:16][c:17]3[cH:18][cH:19]2)[cH:7][cH:8][cH:9]1. Reaction SMILES: [N+:1]([C:4]1[CH:11]=[C:10]([CH3:12])[CH:9]=[CH:8]C=1C#N)([O-:3])=[O:2].[C:13]([OH:16])(=[O:15])[CH3:14]>S(=O)(=O)(O)O>[CH3:12][C:10]1[CH:9]=[CH:8][C:14]([C:13]([OH:16])=[O:15])=[C:4]([N+:1]([O-:3])=[O:2])[CH:11]=1. Yields the product CC1=CC(=C(C(=O)O)C=C1)[N+](=O)[O-] (4-Methyl-2-nitrobenzoic acid). Procedure details: A mixed solution of 2-nitro-4-methylbenzonitrile (15.8 g) in a mixture of 65% sulfuric acid and acetic acid (150 ml) was heated under reflux for 17 hours. After concentration, the residue was poured into ice-water and extracted with ethyl acetate. The extract was washed with water, dried and concentrated to dryness. Recrystallization of crystals from ether-hexane afforded colorless crystals (16.5 g, 94%), m.p. 156°-157° C. The solvent is S(O)(O)(=O)=O (sulfuric acid). The reactants are [N+](=O)([O-])C1=C(C#N)C=CC(=C1)C (2-nitro-4-methylbenzonitrile), C(C)(=O)O (acetic acid). Reported procedure: To a solution of 4-(3-chloro-4-fluoro-phenyl)-1,3-dihydro-indol-2-one (65.4 mg. 0.25 mmol) and 5-formyl-2,4-dimethyl-1H-pyrrole-3-carboxylic acid (2-[1,2,3]triazol-1-yl-ethyl)-amide (67.9 mg, 0.26 mmol) in ethanol (2 mL) was added piperidine (3 drops). The reaction mixture was stirred at room temperature for three days. A yellow solid product was precipitated out, filtered, washed by ethanol for three times, and dried under high vacuum to provide pure product 5-[4-(3-chloro-4-fluoro-phenyl)-2-ox... Run at time 3 day. Reaction SMILES: [Cl:1][C:2]1[CH:3]=[C:4]([C:9]2[CH:17]=[CH:16][CH:15]=[C:14]3[C:10]=2[CH2:11][C:12](=[O:18])[NH:13]3)[CH:5]=[CH:6][C:7]=1[F:8].[N:19]1([CH2:24][CH2:25][NH:26][C:27]([C:29]2[C:33]([CH3:34])=[C:32]([CH:35]=O)[NH:31][C:30]=2[CH3:37])=[O:28])[CH:23]=[CH:22][N:21]=[N:20]1>C(O)C.N1CCCCC1>[N:19]1([CH2:24][CH2:25][NH:26][C:27]([C:29]2[C:33]([CH3:34])=[C:32]([CH:35]=[C:11]3[C:10]4[C:14](=[CH:15][CH:16]=[CH:17][C:9]=4[C:4]4[CH:5]=[CH:6][C:7]([F:8])=[C:2]([Cl:1])[CH:3]=4)[NH:13][C:12]3=[O:18])[NH:31][C:30]=2[CH3:37])=[O:28])[CH:23]=[CH:22][N:21]=[N:20]1. The solvent is C(C)O (ethanol). Yields the product N1(N=NC=C1)CCNC(=O)C1=C(NC(=C1C)C=C1C(NC2=CC=CC(=C12)C1=CC(=C(C=C1)F)Cl)=O)C (5-[4-(3-chloro-4-fluoro-phenyl)-2-oxo-1,2-dihydro-indol-3-ylidenemethyl]-2,4-dimethyl-1H-pyrrole-3-carboxylic acid (2-[1,2,3]triazol-1-yl-ethyl)amide). Reactants: ClC=1C=C(C=CC1F)C1=C2CC(NC2=CC=C1)=O (4-(3-chloro-4-fluoro-phenyl)-1,3-dihydro-indol-2-one), N1(N=NC=C1)CCNC(=O)C1=C(NC(=C1C)C=O)C (5-formyl-2,4-dimethyl-1H-pyrrole-3-carboxylic acid (2-[1,2,3]triazol-1-yl-ethyl)-amide). Isolated yield 42.0%. Reagents/catalysts: N1CCCCC1 (piperidine). Reactants: C(C)OC(C(=O)OCC)CC1=CC(=CC=C1)CCO (ethyl 2-ethoxy-3-[3-(2-hydroxyethyl)phenyl]propanoate), ClC1=C(C=CC(=C1)Cl)N=C=O (2,4-dichlorophenylisocyanate). Product: ClC1=C(NC(=O)OCCC=2C=C(C=CC2)CC(C(=O)O)OCC)C=CC(=C1)Cl (3-[3-(2-{[(2,4-Dichloroanilino)carbonyl]oxy}ethyl)phenyl]-2-ethoxypropanoic acid). Reaction SMILES: [CH2:1]([O:3][CH:4]([CH2:10][C:11]1[CH:16]=[CH:15][CH:14]=[C:13]([CH2:17][CH2:18][OH:19])[CH:12]=1)[C:5]([O:7]CC)=[O:6])[CH3:2].[Cl:20][C:21]1[CH:26]=[C:25]([Cl:27])[CH:24]=[CH:23][C:22]=1[N:28]=[C:29]=[O:30]>>[Cl:20][C:21]1[CH:26]=[C:25]([Cl:27])[CH:24]=[CH:23][C:22]=1[NH:28][C:29]([O:19][CH2:18][CH2:17][C:13]1[CH:12]=[C:11]([CH2:10][CH:4]([O:3][CH2:1][CH3:2])[C:5]([OH:7])=[O:6])[CH:16]=[CH:15][CH:14]=1)=[O:30]. Reported procedure: Using ethyl 2-ethoxy-3-[3-(2-hydroxyethyl)phenyl]propanoate and 2,4-dichlorophenylisocyanate, the title compound was obtained in the same manner as described in Example 160b).